This data is from the Open Reaction Database (ORD), a public repository of structured organic reaction records. The task is: describe an organic reaction: reactants, conditions, products, and yield Reactants: N(=NC(=O)OCC)C(=O)OCC (diethyl azodicarboxylate), CN1N=C(C(=C1OC1=CC=CC=C1)C=NOCC1=CC=C(C(=O)O)C=C1)C (4-[(1,3-dimethyl-5-phenoxypyrazol-4-yl)methyleneaminooxymethyl]benzoic acid), C1(=CC=CC=C1)O (phenol), C1(=CC=CC=C1)P(C1=CC=CC=C1)C1=CC=CC=C1 (triphenylphosphine). Solvent: CCOCC (ether). Yields the product CN1N=C(C(=C1OC1=CC=CC=C1)C=NOC1=CC=C(C(=O)OC2=CC=CC=C2)C=C1)C (Phenyl 4-[(1,3-dimethyl-5-phenoxypyrazol-4-yl)methyleneaminooxy]benzoate). The yield is 78.0%. Reaction SMILES: [CH3:1][N:2]1[C:6]([O:7][C:8]2[CH:13]=[CH:12][CH:11]=[CH:10][CH:9]=2)=[C:5]([CH:14]=[N:15][O:16][CH2:17][C:18]2[CH:26]=[CH:25][C:21]([C:22](O)=O)=CC=2)[C:4]([CH3:27])=[N:3]1.[C:28]1([OH:34])[CH:33]=[CH:32][CH:31]=[CH:30][CH:29]=1.C1(P(C2C=CC=CC=2)C2C=CC=CC=2)C=CC=CC=1.N(C(OCC)=O)=N[C:56](OCC)=[O:57]>CCOCC>[CH3:1][N:2]1[C:6]([O:7][C:8]2[CH:9]=[CH:10][CH:11]=[CH:12][CH:13]=2)=[C:5]([CH:14]=[N:15][O:16][C:17]2[CH:18]=[CH:26][C:25]([C:56]([O:34][C:28]3[CH:33]=[CH:32][CH:31]=[CH:30][CH:29]=3)=[O:57])=[CH:21][CH:22]=2)[C:4]([CH3:27])=[N:3]1. Procedure: 1.0 Gram (0.0027 mole) of 4-[(1,3-dimethyl-5-phenoxypyrazol-4-yl)methyleneaminooxymethyl]benzoic acid, 0.25 g (0.0027 mole) of phenol and 0.7 g (0.0027 mole) of triphenylphosphine were added to 50 ml of ether, and the resulting mixture was stirred. To this solution was added 0.47 g (0.0027 mole) of diethyl azodicarboxylate, and the resulting solution was heated under reflux for 3 hours. After completion of the reaction, the ether layer was filtered, and ether was removed by evaporation to obtain... The reactants are C([O-])([O-])=O.[Cs+].[Cs+] (Cesium carbonate), CC(C)(C)[Si](OC[C@H](C)OC=1C=C(C(=O)NC=2SC=CN2)C=C(C1)O)(C)C (3-[((1S)-2-{[(1,1-dimethylethyl)(dimethyl)silyl]oxy}-1-methylethyl)oxy]-5-hydroxy-N-1,3-thiazol-2-ylbenzamide), bromotris(triphenylphosphine)copper, N1(CCC1)C(=O)C1=NC=C(C=C1)Br (2-(azetidin-1-ylcarbonyl)-5-bromopyridine). Solvent: CC(=O)N(C)C (DMA). Run at temperature 160 celsius. Product: N1(CCC1)C(=O)C1=CC=C(C=N1)OC=1C=C(C(=O)NC=2SC=CN2)C=C(C1)O[C@H](CO[Si](C)(C)C(C)(C)C)C (3-{[6-(Azetidin-1-ylcarbonyl)pyridin-3-yl]oxy}-5-[((1S)-2-{[(1,1-dimethylethyl)(dimethyl)silyl]oxy}-1-methylethyl)oxy]-N-1,3-thiazol-2-ylbenzamide). Reaction SMILES: C(=O)([O-])[O-].[Cs+].[Cs+].[CH3:7][C:8]([Si:11]([CH3:33])([CH3:32])[O:12][CH2:13][C@@H:14]([O:16][C:17]1[CH:18]=[C:19]([CH:28]=[C:29]([OH:31])[CH:30]=1)[C:20]([NH:22][C:23]1[S:24][CH:25]=[CH:26][N:27]=1)=[O:21])[CH3:15])([CH3:10])[CH3:9].[N:34]1([C:38]([C:40]2[CH:45]=[CH:44][C:43](Br)=[CH:42][N:41]=2)=[O:39])[CH2:37][CH2:36][CH2:35]1>CC(N(C)C)=O>[N:34]1([C:38]([C:40]2[N:41]=[CH:42][C:43]([O:31][C:29]3[CH:28]=[C:19]([CH:18]=[C:17]([O:16][C@@H:14]([CH3:15])[CH2:13][O:12][Si:11]([C:8]([CH3:9])([CH3:10])[CH3:7])([CH3:33])[CH3:32])[CH:30]=3)[C:20]([NH:22][C:23]3[S:24][CH:25]=[CH:26][N:27]=3)=[O:21])=[CH:44][CH:45]=2)=[O:39])[CH2:37][CH2:36][CH2:35]1 |f:0.1.2|. Procedure: Cesium carbonate (0.478 g, 1.47 mmol) was added to a mixture of 3-[((1S)-2-{[(1,1-dimethylethyl)(dimethyl)silyl]oxy}-1-methylethyl)oxy]-5-hydroxy-N-1,3-thiazol-2-ylbenzamide (200 mg, 0.49 mmol), bromotris(triphenylphosphine)copper (46 mg, 0.049 mmol) and 2-(azetidin-1-ylcarbonyl)-5-bromopyridine (130 mg, 5.39 mmol) in DMA (5.0 mL) and the stirred mixture heated at 160° C. in a ‘Biotage initiator Microwave’ for 3 hours. The mixture was allowed to reach RT and pressure and was partitioned between ...